This data is from the Open Reaction Database (ORD), a public repository of structured organic reaction records. The task is: describe an organic reaction: reactants, conditions, products, and yield Starting materials: pyridines, CC=1C(=NC=CC1)C (dimethylpyridine), [Cl-].N1=CC=CC=C1 (pyridine chloride), C(CC)C1=NC=CC=C1 (propylpyridine), C1(=CC=CC=C1)C1=NC=CC=C1 (phenylpyridine), C(C1=CC=CC=C1)C1=NC=CC=C1 (benzylpyridine), CC1=C(C(=NC=C1)C)C (trimethylpyridine), CC1=NC=CC=C1 (methylpyridine), C(C)C1=NC=CC=C1 (ethylpyridine), C(C)C=1C(=NC=CC1)C (ethylmethylpyridine). Solvent: N1=CC=CC=C1 (pyridine). Product: N1C=CC2=CC=CC=C12 (indole). As a reaction SMILES: [CH3:1][C:2]1[CH:7]=[CH:6][CH:5]=[CH:4][N:3]=1.[CH2:8](C1C=CC=CN=1)[CH3:9].C(C1C=CC=CN=1)CC.CC1C(C)=NC=CC=1.C(C1C(C)=NC=CC=1)C.CC1C=CN=C(C)C=1C.C1(C2C=CC=CN=2)C=CC=CC=1.C(C1C=CC=CN=1)C1C=CC=CC=1.[Cl-].N1C=CC=CC=1>N1C=CC=CC=1>[NH:3]1[C:2]2[C:1](=[CH:4][CH:5]=[CH:6][CH:7]=2)[CH:9]=[CH:8]1 |f:8.9|. Procedure: pyridines, such as pyridine, methylpyridine, ethylpyridine, propylpyridine, dimethylpyridine, ethylmethylpyridine, trimethylpyridine, phenylpyridine, benzylpyridine and pyridine chloride; Reactants: CCOC(=O)C(CC1CCOCC1)c1ccc2c(c1)N(C)c1ccccc1S2(=O)=O, CO, [Na+], [OH-]. Yields the product CN1c2ccccc2S(=O)(=O)c2ccc(C(CC3CCOCC3)C(=O)O)cc21. As a reaction SMILES: [CH3:1][N:2]1[c:3]2[cH:4][cH:5][cH:6][cH:7][c:8]2[S:9](=[O:29])(=[O:30])[c:10]2[cH:11][cH:12][c:13]([CH:16]([C:17](=[O:18])[O:19][CH2:20][CH3:21])[CH2:22][CH:23]3[CH2:24][CH2:25][O:26][CH2:27][CH2:28]3)[cH:14][c:15]21.[CH3:33][OH:34].[Na+:32].[OH-:31]>>[CH3:1][N:2]1[c:3]2[cH:4][cH:5][cH:6][cH:7][c:8]2[S:9](=[O:29])(=[O:30])[c:10]2[cH:11][cH:12][c:13]([CH:16]([C:17](=[O:18])[OH:19])[CH2:22][CH:23]3[CH2:24][CH2:25][O:26][CH2:27][CH2:28]3)[cH:14][c:15]21. The reactants are C1CCNCC1, CC(=O)O, Cc1ccccc1, COC(=O)Nc1ccc(CCOc2ccc(C=O)cc2)cc1, O, O=C1CSC(=O)N1. Yields the product COC(=O)Nc1ccc(CCOc2ccc(C=C3SC(=O)NC3=O)cc2)cc1. As a reaction SMILES: [CH2:30]1[CH2:31][CH2:32][NH:33][CH2:34][CH2:35]1.[CH3:36][C:37](=[O:38])[OH:39].[CH3:41][c:42]1[cH:43][cH:44][cH:45][cH:46][cH:47]1.[CH:1](=[O:2])[c:3]1[cH:4][cH:5][c:6]([O:7][CH2:8][CH2:9][c:10]2[cH:11][cH:12][c:13]([NH:16][C:17]([O:18][CH3:19])=[O:20])[cH:14][cH:15]2)[cH:21][cH:22]1.[OH2:40].[S:23]1[C:24](=[O:29])[NH:25][C:26](=[O:28])[CH2:27]1>>[CH:1]([c:3]1[cH:4][cH:5][c:6]([O:7][CH2:8][CH2:9][c:10]2[cH:11][cH:12][c:13]([NH:16][C:17]([O:18][CH3:19])=[O:20])[cH:14][cH:15]2)[cH:21][cH:22]1)=[C:27]1[S:23][C:24](=[O:29])[NH:25][C:26]1=[O:28]. Starting materials: CNCC1=CC=CC=C1 (N-methylbenzenemethanamine), 51.3, C12CN(CCC2O1)C(=O)OCC (ethyl 7-oxa-3-azabicyclo[4.1.0]heptane-3-carboxylate). Run in C(C)O (ethanol). Product: mixture, O[C@H]1[C@@H](CN(CC1)C(=O)OCC)N(CC1=CC=CC=C1)C (ethyl trans-4-hydroxy-3-[methyl(phenylmethyl)amino-]1-piperidinecarboxylate), O[C@@H]1CN(CC[C@H]1N(CC1=CC=CC=C1)C)C(=O)OCC (ethyl trans-3-hydroxy-4-[methyl(phenylmethyl)amino]-1-piperidinecarboxylate). Isolated yield 52.3%. RXN SMILES: [CH:1]12[O:7][CH:6]1[CH2:5][CH2:4][N:3]([C:8]([O:10][CH2:11][CH3:12])=[O:9])[CH2:2]2.[CH3:13][NH:14][CH2:15][C:16]1[CH:21]=[CH:20][CH:19]=[CH:18][CH:17]=1>C(O)C>[OH:7][C@@H:6]1[CH2:5][CH2:4][N:3]([C:8]([O:10][CH2:11][CH3:12])=[O:9])[CH2:2][C@H:1]1[N:14]([CH3:13])[CH2:15][C:16]1[CH:21]=[CH:20][CH:19]=[CH:18][CH:17]=1.[OH:7][C@H:1]1[C@H:6]([N:14]([CH3:13])[CH2:15][C:16]2[CH:21]=[CH:20][CH:19]=[CH:18][CH:17]=2)[CH2:5][CH2:4][N:3]([C:8]([O:10][CH2:11][CH3:12])=[O:9])[CH2:2]1. Procedure: (a-1) A mixture of 51.3 parts of ethyl 7-oxa-3-azabicyclo[4.1.0]heptane-3-carboxylate. 36.4 parts of N-methylbenzenemethanamine and 480 parts of ethanol was stirred and refluxed for 42 hours. The reaction mixture was evaporated and the residue was taken up in a dilute hydrochloric acid solution. The aqueous phase was washed three times with 2,2'-oxybispropane and alkalized with a sodium hydroxide solution 50%. The product was extracted with dichloromethane. The extract was washed with water, dri... Reactants: COC1=CC=C(C=C1)CCCC(=O)O (4-(4-methoxyphenyl)-butyric acid), S(O)(O)(=O)=O (sulfuric acid), CO (methanol). Conditions: time 8 hour. Yields the product COC1=CC=C(C=C1)CCCC(=O)OC (Methyl 4-(4-methoxyphenyl)-butyrate). Isolated yield 99.0%. RXN SMILES: [CH3:1][O:2][C:3]1[CH:8]=[CH:7][C:6]([CH2:9][CH2:10][CH2:11][C:12]([OH:14])=[O:13])=[CH:5][CH:4]=1.S(=O)(=O)(O)O.[CH3:20]O>>[CH3:1][O:2][C:3]1[CH:4]=[CH:5][C:6]([CH2:9][CH2:10][CH2:11][C:12]([O:14][CH3:20])=[O:13])=[CH:7][CH:8]=1. Procedure: To a solution of 4-(4-methoxyphenyl)-butyric acid (25.1 g, 0.129 mol) in methanol (130 mL), was added sulfuric acid (concentrated, 1.0 mL) dropwise and it was stirred at room temperature overnight under nitrogen. The reaction mixture was concentrated on a rota-vapor, the residue was then partitioned between ethyl acetate (200 mL) and saturated sodium bicarbonate aqueous solution (200 mL). The organic phase was separated, washed with brine (3×200 mL), then dried over Na2SO4 and filtered. Evaporat... Starting materials: [OH-].[Na+] (NaOH), C(C(C)C)C1=CC=C(C=C1)C1=NOC(=N1)C1=CC=C(CN[C@H]2C[C@H](C2)C(=O)OCC)C=C1 (ethyl cis-3-({4-[3-(4-isobutylphenyl)-1,2,4-oxadiazol-5-yl]benzyl}amino)cyclobutanecarboxylate), Cl (HCl). As a reaction SMILES: [OH-].[Na+].[CH2:3]([C:7]1[CH:12]=[CH:11][C:10]([C:13]2[N:17]=[C:16]([C:18]3[CH:34]=[CH:33][C:21]([CH2:22][NH:23][C@@H:24]4[CH2:27][C@H:26]([C:28]([O:30]CC)=[O:29])[CH2:25]4)=[CH:20][CH:19]=3)[O:15][N:14]=2)=[CH:9][CH:8]=1)[CH:4]([CH3:6])[CH3:5].[ClH:35]>C(O)C>[ClH:35].[CH2:3]([C:7]1[CH:8]=[CH:9][C:10]([C:13]2[N:17]=[C:16]([C:18]3[CH:34]=[CH:33][C:21]([CH2:22][NH:23][C@@H:24]4[CH2:27][C@H:26]([C:28]([OH:30])=[O:29])[CH2:25]4)=[CH:20][CH:19]=3)[O:15][N:14]=2)=[CH:11][CH:12]=1)[CH:4]([CH3:6])[CH3:5] |f:0.1,5.6|. Product: Cl.C(C(C)C)C1=CC=C(C=C1)C1=NOC(=N1)C1=CC=C(CN[C@H]2C[C@H](C2)C(=O)O)C=C1 (cis-3-({4-[3-(4-Isobutylphenyl)-1,2,4-oxadiazol-5-yl]benzyl}amino)cyclobutanecarboxylic acid hydrochloride). Reaction conditions: temperature 100 celsius. The solvent is C(C)O (ethanol). The yield is 41.0%. Reported procedure: 1N NaOH (3.00 g, 3.00 mmol) was added to a solution of ethyl cis-3-({4-[3-(4-isobutylphenyl)-1,2,4-oxadiazol-5-yl]benzyl}amino)cyclobutanecarboxylate (0.260 g, 0.600 mmol) and ethanol (2 mL) and heated to 100° C. in a microwave for 5 minutes. The reaction mixture was adjusted to pH of 7 with 1N HCl causing a white precipitate to form. The reaction mixture was filtered and the solid was slurried in ethyl acetate and treated with 1 N HCl in ether. The slurry was filtered and washed with petroleum ... The reactants are ClCCl, Cn1ccc(N)n1, CCN(C(C)C)C(C)C, CS(=O)(=O)c1ccc(C(=NOC2CCCCC2)C(=O)O)cc1Cl. Yields the product Cn1ccc(NC(=O)C(=NOC2CCCCC2)c2ccc(S(C)(=O)=O)c(Cl)c2)n1. RXN SMILES: [CH2:40]([Cl:41])[Cl:42].[CH3:33][n:34]1[n:35][c:36]([NH2:39])[cH:37][cH:38]1.[CH:24]([N:25]([CH2:26][CH3:27])[CH:28]([CH3:29])[CH3:30])([CH3:31])[CH3:32].[Cl:1][c:2]1[cH:3][c:4]([C:12]([C:13](=[O:14])[OH:15])=[N:16][O:17][CH:18]2[CH2:19][CH2:20][CH2:21][CH2:22][CH2:23]2)[cH:5][cH:6][c:7]1[S:8](=[O:9])(=[O:10])[CH3:11]>>[Cl:1][c:2]1[cH:3][c:4]([C:12]([C:13](=[O:15])[NH:39][c:36]2[n:35][n:34]([CH3:33])[cH:38][cH:37]2)=[N:16][O:17][CH:18]2[CH2:19][CH2:20][CH2:21][CH2:22][CH2:23]2)[cH:5][cH:6][c:7]1[S:8](=[O:9])(=[O:10])[CH3:11]. The reactants are BrC=1C=C2C(N(C=NC2=C2C1CCCN2C)[C@@H]2[C@H](CCCC2)O)=O (6-bromo-3-[(1S,2S)-2-hydroxycyclohexyl]-10-methyl-7,8,9,10-tetrahydropyrido[3,2-h]quinazolin-4(3H)-one), [Cl-].ClC1=NC=C(C=C1)C[Zn+] ((2-chloro-5-pyridyl)methylzinc chloride). Reagents/catalysts: CC(C)([P](C(C)(C)C)([Pd][P](C(C)(C)C)(C(C)(C)C)C(C)(C)C)C(C)(C)C)C (Pd(PtBu3)2). Solvent: C1CCOC1 (THF). Conditions: time 30 minute. The product is ClC1=CC=C(C=N1)CC=1C=C2C(N(C=NC2=C2C1CCCN2C)[C@@H]2[C@H](CCCC2)O)=O (6-[(6-chloropyridin-3-yl)methyl]-3-[(1S,2S)-2-hydroxycyclohexyl]-10-methyl-7,8,9,10-tetrahydropyrido[3,2-h]quinazolin-4(3H)-one). RXN SMILES: Br[C:2]1[CH:3]=[C:4]2[C:9](=[C:10]3[N:15]([CH3:16])[CH2:14][CH2:13][CH2:12][C:11]=13)[N:8]=[CH:7][N:6]([C@H:17]1[CH2:22][CH2:21][CH2:20][CH2:19][C@@H:18]1[OH:23])[C:5]2=[O:24].[Cl-].[Cl:26][C:27]1[CH:32]=[CH:31][C:30]([CH2:33][Zn+])=[CH:29][N:28]=1>C1COCC1.CC(C)([P](C(C)(C)C)([Pd][P](C(C)(C)C)(C(C)(C)C)C(C)(C)C)C(C)(C)C)C>[Cl:26][C:27]1[N:28]=[CH:29][C:30]([CH2:33][C:2]2[CH:3]=[C:4]3[C:9](=[C:10]4[N:15]([CH3:16])[CH2:14][CH2:13][CH2:12][C:11]=24)[N:8]=[CH:7][N:6]([C@H:17]2[CH2:22][CH2:21][CH2:20][CH2:19][C@@H:18]2[OH:23])[C:5]3=[O:24])=[CH:31][CH:32]=1 |f:1.2,^1:42,48|. Reported procedure: To a solution of 6-bromo-3-[(1S,2S)-2-hydroxycyclohexyl]-10-methyl-7,8,9,10-tetrahydropyrido[3,2-h]quinazolin-4(3H)-one (40 mg, 0.10 mmol) in THF (0.4 mL) at 0° C. was added (2-chloro-5-pyridyl)methylzinc chloride (0.5 M in THF, 408 μL, 0.20 mmol) and Pd(PtBu3)2. The mixture was warmed to rt and stirred for 30 min. The resulting solution was quenched with water and extracted with CH2Cl2. The combined extracts were dried (Na2SO4) and concentrated. Purification by silica gel chromatography (0-5% M...